From a dataset of the Open Reaction Database (ORD), a public repository of structured organic reaction records. describe an organic reaction: reactants, conditions, products, and yield Reactants: ClC(C#N)=C (2-chloroacrylonitrile), N12CCCN=CC2CCCC1 (1,5-diazabicyclo[5,4,0]undec-5-ene), Cl.ClCC(=N)N (2-chloroacetamidine hydrochloride), N12CCCN=CC2CCCC1 (1,5-diazabicyclo[5,4,0]undec-5-ene), O (water). Solvent: C(C)#N (acetonitrile), C(C)#N (acetonitrile), C(C)#N (acetonitrile), C(C)(=O)OCC (ethyl acetate). Conditions: time 4 hour. Product: NC1=NC(=NC=C1)CCl (4-amino-2-chloromethylpyrimidine). The yield is 67.8%. Reaction SMILES: Cl[C:2](=[CH2:5])[C:3]#[N:4].N12CCCCC1C=NCCC2.Cl.[Cl:18][CH2:19][C:20]([NH2:22])=[NH:21].O>C(#N)C.C(OCC)(=O)C>[NH2:4][C:3]1[CH:2]=[CH:5][N:22]=[C:20]([CH2:19][Cl:18])[N:21]=1 |f:2.3|. Procedure: Solutions of 2-chloroacrylonitrile (15.7 g.) in acetonitrile (20 ml.) and 1,5-diazabicyclo[5,4,0]undec-5-ene (27 g.) in acetonitrile (20 ml.) were added simultaneously over 30 minutes to a stirred, ice-cooled solution of 2-chloroacetamidine hydrochloride (19.2 g.) and 1,5-diazabicyclo[5,4,0]undec-5-ene (22.5 g.) in acetonitrile (200 ml.), keeping the temperature below 30° and the mixture stirred a further 4 hours at room temperature after the addition was complete. The resulting mixture was stir...